Dataset: the Open Reaction Database (ORD), a public repository of structured organic reaction records. Task: describe an organic reaction: reactants, conditions, products, and yield Reactants: C(C)N1N=CC(=C1)B1OC(C(O1)(C)C)(C)C (1-ethyl-4-(4,4,5,5-tetramethyl-1,3,2-dioxaborolan-2-yl)-1H-pyrazole), BrC=1C=NN(C1)C1CC1 (4-bromo-1-cyclopropyl-1H-pyrazole). The product is CC1(OB(OC1(C)C)C=1C=NN(C1)C1CC1)C (4-(4,4,5,5-tetramethyl-1,3,2-dioxaborolan-2-yl)-1-cyclopropyl-1H-pyrazole). Reaction SMILES: [CH2:1]([N:3]1[CH:7]=[C:6]([B:8]2[O:12][C:11]([CH3:14])([CH3:13])[C:10]([CH3:16])([CH3:15])[O:9]2)[CH:5]=[N:4]1)[CH3:2].Br[C:18]1C=NN(C2CC2)C=1>>[CH3:16][C:10]1([CH3:15])[C:11]([CH3:14])([CH3:13])[O:12][B:8]([C:6]2[CH:5]=[N:4][N:3]([CH:1]3[CH2:18][CH2:2]3)[CH:7]=2)[O:9]1. Reported procedure: The title compound was prepared in the same manner as 1-ethyl-4-(4,4,5,5-tetramethyl-1,3,2-dioxaborolan-2-yl)-1H-pyrazole starting with 4-bromo-1-cyclopropyl-1H-pyrazole. The reactants are BrC1=NC=CC(=C1)C1=NNC(C2=CC(=C(C=C12)OC)OC)=O (2-bromo-4-(6,7-dimethoxyphthalazin-1(2H)-on-4-yl)pyridine), [H-].[Na+] (sodium hydride), O (water), BrCC(=O)OC (methyl bromoacetate). The solvent is CN(C=O)C (dimethylformamide). Conditions: time 30 minute. Product: BrC1=NC=CC(=C1)C1=NN(C(C2=CC(=C(C=C12)OC)OC)=O)CC(=O)OC (2-bromo-4-(6,7-dimethoxy-2-methoxycarbonylmethylphthalazin-1(2H)-on-4-yl)pyridine). Reaction SMILES: [Br:1][C:2]1[CH:7]=[C:6]([C:8]2[C:17]3[C:12](=[CH:13][C:14]([O:20][CH3:21])=[C:15]([O:18][CH3:19])[CH:16]=3)[C:11](=[O:22])[NH:10][N:9]=2)[CH:5]=[CH:4][N:3]=1.[H-].[Na+].Br[CH2:26][C:27]([O:29][CH3:30])=[O:28].O>CN(C)C=O>[Br:1][C:2]1[CH:7]=[C:6]([C:8]2[C:17]3[C:12](=[CH:13][C:14]([O:20][CH3:21])=[C:15]([O:18][CH3:19])[CH:16]=3)[C:11](=[O:22])[N:10]([CH2:26][C:27]([O:29][CH3:30])=[O:28])[N:9]=2)[CH:5]=[CH:4][N:3]=1 |f:1.2|. Reported procedure: To a solution of 2-bromo-4-(6,7-dimethoxyphthalazin-1(2H)-on-4-yl)pyridine (362 mg) in dimethylformamide (2 ml) is added sodium hydride (48 mg, 62.4% in oil,) with ice-cooling under nitrogen atmosphere, and the mixture is stirred at room temperature for 30 minutes. To the mixture is methyl bromoacetate (0.11 ml) under ice-cooling, and the mixture is stirred for 15 minutes. To the mixture is added water, and the mixture is extracted with ethyl acetate. The extract is washed, dried, and concentrat...